Task: describe an organic reaction: reactants, conditions, products, and yield. Dataset: the Open Reaction Database (ORD), a public repository of structured organic reaction records Starting materials: C([O-])([O-])=O.[Na+].[Na+] (sodium carbonate), COCCOC (1,2-dimethoxyethane), BrC=1C=C(C=CC1)N1N=C(CC1C1=C(C=CC=C1)Cl)C(O)(C(F)(F)F)C(F)(F)F (1-(3-Bromo-phenyl)-5-(2-chloro-phenyl)-3-[di-(trifluoromethyl)-hydroxy-methyl]-4,5-dihydro-1H-pyrazole), CSC=1C=C(C=CC1)B(O)O (3-methylthiophenylboronic acid). The reagents and catalysts are C=1C=CC(=CC1)[P](C=2C=CC=CC2)(C=3C=CC=CC3)[Pd]([P](C=4C=CC=CC4)(C=5C=CC=CC5)C=6C=CC=CC6)([P](C=7C=CC=CC7)(C=8C=CC=CC8)C=9C=CC=CC9)[P](C=1C=CC=CC1)(C=1C=CC=CC1)C=1C=CC=CC1 (Pd(PPh3)4). Solvent: C(C)O (ethanol), C(C)(=O)OCC (ethyl acetate). Reaction conditions: temperature 90 celsius, time 2 hour. Product: ClC1=C(C=CC=C1)C1CC(=NN1C=1C=C(C=CC1)C1=CC(=CC=C1)SC)C(O)(C(F)(F)F)C(F)(F)F (5-(2-chloro-phenyl)-1-[3′-(methylsulfanyl)-biphenyl-3-yl]-3-[di-(trifluoromethyl)-hydroxy-methyl]-4,5-dihydro-1H-pyrazole). Yield: 9.7%. As a reaction SMILES: Br[C:2]1[CH:3]=[C:4]([N:8]2[CH:12]([C:13]3[CH:18]=[CH:17][CH:16]=[CH:15][C:14]=3[Cl:19])[CH2:11][C:10]([C:20]([C:26]([F:29])([F:28])[F:27])([C:22]([F:25])([F:24])[F:23])[OH:21])=[N:9]2)[CH:5]=[CH:6][CH:7]=1.[CH3:30][S:31][C:32]1[CH:33]=[C:34](B(O)O)[CH:35]=[CH:36][CH:37]=1.C(=O)([O-])[O-].[Na+].[Na+].COCCOC>C1C=CC([P]([Pd]([P](C2C=CC=CC=2)(C2C=CC=CC=2)C2C=CC=CC=2)([P](C2C=CC=CC=2)(C2C=CC=CC=2)C2C=CC=CC=2)[P](C2C=CC=CC=2)(C2C=CC=CC=2)C2C=CC=CC=2)(C2C=CC=CC=2)C2C=CC=CC=2)=CC=1.C(OCC)(=O)C.C(O)C>[Cl:19][C:14]1[CH:15]=[CH:16][CH:17]=[CH:18][C:13]=1[CH:12]1[N:8]([C:4]2[CH:3]=[C:2]([C:36]3[CH:35]=[CH:34][CH:33]=[C:32]([S:31][CH3:30])[CH:37]=3)[CH:7]=[CH:6][CH:5]=2)[N:9]=[C:10]([C:20]([C:26]([F:27])([F:29])[F:28])([C:22]([F:24])([F:25])[F:23])[OH:21])[CH2:11]1 |f:2.3.4,^1:56,58,77,96|. Reported procedure: 1-(3-Bromo-phenyl)-5-(2-chloro-phenyl)-3-[di-(trifluoromethyl)-hydroxy-methyl]-4,5-dihydro-1H-pyrazole (50.0 mg, 0.10 mmol) prepared in Step 2 of Preparation 25, 3-methylthiophenylboronic acid (20.0 mg, 0.15 mmol), Pd(PPh3)4 (11.5 mg, 0.01 mmol), and a 2N sodium carbonate solution (0.5 mL) were added to a mixed solvent of 1,2-dimethoxyethane (2.0 mL) and ethanol (0.5 mL). The reaction mixture was stirred at 90° C. for 2 hours and then ethyl acetate was added thereto. The reaction mixture was was... Starting materials: Cc1ccc(Cn2c(NC3CCN(CC#N)CC3)nc3ccccc32)o1, CO, [H][H], N. Product: Cc1ccc(Cn2c(NC3CCN(CCN)CC3)nc3ccccc32)o1. As a reaction SMILES: [CH3:1][c:2]1[cH:3][cH:4][c:5]([CH2:7][n:8]2[c:9]([NH:17][CH:18]3[CH2:19][CH2:20][N:21]([CH2:24][C:25]#[N:26])[CH2:22][CH2:23]3)[n:10][c:11]3[c:12]2[cH:13][cH:14][cH:15][cH:16]3)[o:6]1.[CH3:30][OH:31].[H:28][H:29].[NH3:27]>>[CH3:1][c:2]1[cH:3][cH:4][c:5]([CH2:7][n:8]2[c:9]([NH:17][CH:18]3[CH2:19][CH2:20][N:21]([CH2:24][CH2:25][NH2:26])[CH2:22][CH2:23]3)[n:10][c:11]3[c:12]2[cH:13][cH:14][cH:15][cH:16]3)[o:6]1. The reactants are CCO, O=C1c2ccccc2C(=O)N1C1CCCC(c2cccnc2)C1. The product is NC1CCCC(c2cccnc2)C1. As a reaction SMILES: [CH3:24][CH2:25][OH:26].[n:1]1[cH:2][c:3]([CH:7]2[CH2:8][CH:9]([N:13]3[C:14](=[O:15])[c:16]4[cH:17][cH:18][cH:19][cH:20][c:21]4[C:22]3=[O:23])[CH2:10][CH2:11][CH2:12]2)[cH:4][cH:5][cH:6]1>>[n:1]1[cH:2][c:3]([CH:7]2[CH2:8][CH:9]([NH2:13])[CH2:10][CH2:11][CH2:12]2)[cH:4][cH:5][cH:6]1. The reactants are BrC=1N=C2C(=NC1)N(C=C2C(=O)NC(C)(C)C)COCC[Si](C)(C)C (2-bromo-N-tert-butyl-5-((2-(trimethylsilyl)ethoxy)methyl)-5H-pyrrolo[2,3-b]pyrazine-7-carboxamide), [I-].[Na+] (sodium iodide), CN[C@H]1[C@@H](CCCC1)NC (trans-N,N′-dimethylcyclohexane-1,2-diamine), ClC=1C=C2C=NNC2=CC1 (5-chloro-1H-indazole), [O-]P(=O)([O-])[O-].[K+].[K+].[K+] (potassium phosphate tribasic). The reagents and catalysts are [Cu]I (copper (I) iodide). The solvent is C1(=CC=CC=C1)C (toluene). Conditions: temperature 110 celsius. Product: C(C)(C)(C)NC(=O)C1=CN(C2=NC=C(N=C21)N2N=CC1=CC(=CC=C21)Cl)COCC[Si](C)(C)C (N-tert-butyl-2-(5-chloro-1H-indazol-1-yl)-5-((2-(trimethylsilyl)ethoxy)methyl)-5H-pyrrolo[2,3-b]pyrazine-7-carboxamide). Yield: 85.6%. Reaction SMILES: Br[C:2]1[N:3]=[C:4]2[C:10]([C:11]([NH:13][C:14]([CH3:17])([CH3:16])[CH3:15])=[O:12])=[CH:9][N:8]([CH2:18][O:19][CH2:20][CH2:21][Si:22]([CH3:25])([CH3:24])[CH3:23])[C:5]2=[N:6][CH:7]=1.[I-].[Na+].CN[C@@H]1CCCC[C@H]1NC.[Cl:38][C:39]1[CH:40]=[C:41]2[C:45](=[CH:46][CH:47]=1)[NH:44][N:43]=[CH:42]2.[O-]P([O-])([O-])=O.[K+].[K+].[K+]>C1(C)C=CC=CC=1.[Cu]I>[C:14]([NH:13][C:11]([C:10]1[C:4]2[C:5](=[N:6][CH:7]=[C:2]([N:44]3[C:45]4[C:41](=[CH:40][C:39]([Cl:38])=[CH:47][CH:46]=4)[CH:42]=[N:43]3)[N:3]=2)[N:8]([CH2:18][O:19][CH2:20][CH2:21][Si:22]([CH3:25])([CH3:24])[CH3:23])[CH:9]=1)=[O:12])([CH3:17])([CH3:16])[CH3:15] |f:1.2,5.6.7.8|. Procedure details: To a stirred solution of 2-bromo-N-tert-butyl-5-((2-(trimethylsilyl)ethoxy)methyl)-5H-pyrrolo[2,3-b]pyrazine-7-carboxamide (150 mg, 351 μmol) in toluene (1 mL) was added copper (I) iodide (3.52 mg, 39.3 μmol), sodium iodide (105 mg, 702 μmol) and trans-N,N′-dimethylcyclohexane-1,2-diamine (12.7 mg, 89.5 μmol). The reaction mixture was sealed under nitrogen and the mixture heated at 110° C. for 15 h then 5-chloro-1H-indazole (53.5 mg, 351 μmol) and potassium phosphate tribasic (156 mg, 737 μmol) ... Starting materials: COC(=O)C(N)Cc1ccc(OCc2ccc(C(C)(C)C)cc2)cc1, CCOC(C)=O, Cl, Cl, Nc1ccc(Cl)cc1C(=O)O. Product: COC(=O)C(Cc1ccc(OCc2ccc(C(C)(C)C)cc2)cc1)NC(=O)c1cc(Cl)ccc1N. RXN SMILES: [CH3:2][O:3][C:4]([CH:5]([CH2:6][c:7]1[cH:8][cH:9][c:10]([O:13][CH2:14][c:15]2[cH:16][cH:17][c:18]([C:21]([CH3:22])([CH3:23])[CH3:24])[cH:19][cH:20]2)[cH:11][cH:12]1)[NH2:25])=[O:26].[CH3:39][CH2:40][O:41][C:42]([CH3:43])=[O:44].[ClH:1].[ClH:38].[NH2:27][c:28]1[c:29]([C:30](=[O:31])[OH:32])[cH:33][c:34]([Cl:37])[cH:35][cH:36]1>>[CH3:2][O:3][C:4]([CH:5]([CH2:6][c:7]1[cH:8][cH:9][c:10]([O:13][CH2:14][c:15]2[cH:16][cH:17][c:18]([C:21]([CH3:22])([CH3:23])[CH3:24])[cH:19][cH:20]2)[cH:11][cH:12]1)[NH:25][C:30]([c:29]1[c:28]([NH2:27])[cH:36][cH:35][c:34]([Cl:37])[cH:33]1)=[O:31])=[O:26]. Reactants: [N+](=O)([O-])C=1C=CC(=NC1)SCCO (2-[(5-Nitro-2-pyridinyl)thio]ethanol), ClC1=CC=C(C(=O)Cl)C=C1 (4-chlorobenzoyl chloride), N1=CC=CC=C1 (pyridine). The solvent is ClCCl (dichloromethane). Reaction conditions: time 48 hour. Product: ClC1=CC=C(C(=O)OCCSC2=NC=C(C=C2)[N+](=O)[O-])C=C1 (2-[(5-Nitro-2-pyridinyl)thio]ethyl 4-chlorobenzoate). As a reaction SMILES: [N+:1]([C:4]1[CH:5]=[CH:6][C:7]([S:10][CH2:11][CH2:12][OH:13])=[N:8][CH:9]=1)([O-:3])=[O:2].[Cl:14][C:15]1[CH:23]=[CH:22][C:18]([C:19](Cl)=[O:20])=[CH:17][CH:16]=1.N1C=CC=CC=1>ClCCl>[Cl:14][C:15]1[CH:23]=[CH:22][C:18]([C:19]([O:13][CH2:12][CH2:11][S:10][C:7]2[CH:6]=[CH:5][C:4]([N+:1]([O-:3])=[O:2])=[CH:9][N:8]=2)=[O:20])=[CH:17][CH:16]=1. Reported procedure: A homogeneous mixture of 2-[(5-nitro-2-pyridinyl)thio]ethanol (7) (45 mg, 0.22 mmol), 4-chlorobenzoyl chloride (33 μL, 0.26 mmol) and pyridine (45 μL, 0.56 mmol) in anhydrous dichloromethane (1.5 mL) was stirred at room temperature for 48 h. The reaction mixture was quenched with 1N HCl and the organic phase was washed with saturated aqueous solution of NaHCO3, brine and then dried over anhydrous MgSO4. The crude product was purified by silica gel chromatography to give 2-[(5-nitro-2-pyridinyl)t... Starting materials: COC(=O)C(O)CSCc1ccccc1, [Li+], [OH-]. The product is O=C(O)C(O)CSCc1ccccc1. As a reaction SMILES: [CH3:1][O:2][C:3]([CH:4]([CH2:5][S:6][CH2:7][c:8]1[cH:9][cH:10][cH:11][cH:12][cH:13]1)[OH:14])=[O:15].[Li+:16].[OH-:17]>>[O:2]=[C:3]([CH:4]([CH2:5][S:6][CH2:7][c:8]1[cH:9][cH:10][cH:11][cH:12][cH:13]1)[OH:14])[OH:15]. Reactants: polymer, S([O-])(O)=O.[Na+] (sodium bisulfite), CC(=C)C(=O)NCCC[N+](C)(C)C.[Cl-] (MAPTAC), C(C=C)(=O)O (acrylic acid), alkyl acrylate, C(C(=C)C)(=O)[O-] (methacrylate), C(C=C)(=O)N (acrylamide), S(=O)(=O)([O-])OOS(=O)(=O)[O-].[Na+].[Na+] (sodium persulfate), S([O-])(O)(=O)=O.[Na+] (sodium bisulfate). Run in O (water). Reaction conditions: temperature 55 celsius. Product: C(C=C)(=O)N.CC(=O)C.CC(=O)C (Diacetone Acrylamide). Reaction SMILES: [CH3:1][C:2]([C:4]([NH:6]CCC[N+](C)(C)C)=[O:5])=C.[Cl-].[C:15]([OH:19])(=O)[CH:16]=C.[C:20]([O-:25])(=O)[C:21](C)=C.[C:26](N)(=O)C=C.S(OOS([O-])(=O)=O)([O-])(=O)=O.[Na+].[Na+].S(=O)(=O)(O)[O-].[Na+].S(=O)(O)[O-].[Na+]>O>[C:4]([NH2:6])(=[O:5])[CH:2]=[CH2:1].[CH3:20][C:15]([CH3:16])=[O:19].[CH3:26][C:20]([CH3:21])=[O:25] |f:0.1,5.6.7,8.9,10.11,13.14.15|. Procedure: The instant polymers may be prepared by conventional solution polymerization techniques, as indicated below and in the Examples. Thus, to prepare the instant polymers the appropriate weights for the desired mol %'s of DMDAAC/APTAC/MAPTAC, acrylic acid or other anionic monomers and MBA or other branching agent are charged to a glass reactor equipped with a stirring means. The desired amount of alkyl acrylate, methacrylate or acrylamide is then added to the reactor with vigorous stirring to give t... Reactants: solution, C(CC=C)[Mg]Br (3-butenylmagnesium bromide), C(C1=CC=CC=C1)N1CCC(CC1)C(=O)N(C)OC (1-benzyl-N-methoxy-N-methylpiperidine-4-carboxamide). Run in C1CCOC1 (THF). Reaction conditions: time 4 hour. Product: C(C1=CC=CC=C1)N1CCC(CC1)C(CCC=C)=O (1-(1-benzylpiperidin-4-yl)pent-4-en-1-one). The yield is 58.3%. Reaction SMILES: [CH2:1]([N:8]1[CH2:13][CH2:12][CH:11]([C:14](N(OC)C)=[O:15])[CH2:10][CH2:9]1)[C:2]1[CH:7]=[CH:6][CH:5]=[CH:4][CH:3]=1.[CH2:20]([Mg]Br)[CH2:21][CH:22]=[CH2:23]>C1COCC1>[CH2:1]([N:8]1[CH2:13][CH2:12][CH:11]([C:14](=[O:15])[CH2:23][CH2:22][CH:21]=[CH2:20])[CH2:10][CH2:9]1)[C:2]1[CH:7]=[CH:6][CH:5]=[CH:4][CH:3]=1. Reported procedure: A solution of 1-benzyl-N-methoxy-N-methylpiperidine-4-carboxamide (8.88 g, 33.0 mmol) in THF (40 mL, 0.8 M) was cooled to 0° C. and treated with a 0.5 M solution of 3-butenylmagnesium bromide (51 mmol, 102 mL) in a dropwise manner. After stirring for 4 h the reaction was quenched with 1 N HCl (24 mL), neutralized with 5% aqueous sodium bicarbonate and diluted with ethyl acetate. The layers were separated and the aqueous phase was extracted with ethyl acetate. The combined organic layers were was... The reactants are C(C=C)ON(S(=O)(=O)C1=C(C=C(C=C1)[N+](=O)[O-])[N+](=O)[O-])[C@H]1CN[C@@H](C=C1)CO[Si](C)(C)C(C)(C)C (N-(allyloxy)-N-((3R,6S)-6-((tert-butyldimethylsilyloxy)methyl)-1,2,3,6-tetrahydropyridin-3-yl)-2,4-dinitrobenzenesulfonamide), C(C=C)ON(S(=O)(=O)C1=C(C=C(C=C1)[N+](=O)[O-])[N+](=O)[O-])[C@H]1CN[C@@H](C=C1)CO[Si](C)(C)C(C)(C)C (N-(allyloxy)-N-((3R,6S)-6-((tert-butyldimethylsilyloxy)methyl)-1,2,3,6-tetrahydropyridin-3-yl)-2,4-dinitrobenzenesulfonamide), C([O-])([O-])=O.[K+].[K+] (potassium carbonate), C1(=CC=CC=C1)S (benzenethiol). Run in C(C)#N (acetonitrile). Conditions: time 2.5 hour. Product: C(C=C)ON[C@H]1CN[C@@H](C=C1)CO[Si](C)(C)C(C)(C)C (O-allyl-N-((3R,6S)-6-((tert-butyldimethylsilyloxy)methyl)-1,2,3,6-tetrahydropyridin-3-yl)hydroxylamine). Yield: 56.7%. Reaction SMILES: [CH2:1]([O:4][N:5]([C@@H:21]1[CH:26]=[CH:25][C@@H:24]([CH2:27][O:28][Si:29]([C:32]([CH3:35])([CH3:34])[CH3:33])([CH3:31])[CH3:30])[NH:23][CH2:22]1)S(C1C=CC([N+]([O-])=O)=CC=1[N+]([O-])=O)(=O)=O)[CH:2]=[CH2:3].C(=O)([O-])[O-].[K+].[K+].C1(S)C=CC=CC=1>C(#N)C>[CH2:1]([O:4][NH:5][C@@H:21]1[CH:26]=[CH:25][C@@H:24]([CH2:27][O:28][Si:29]([C:32]([CH3:35])([CH3:34])[CH3:33])([CH3:30])[CH3:31])[NH:23][CH2:22]1)[CH:2]=[CH2:3] |f:1.2.3|. Procedure details: To a stirred suspension of N-(allyloxy)-N-((3R,6S)-6-((tert-butyldimethylsilyloxy)methyl)-1,2,3,6-tetrahydropyridin-3-yl)-2,4-dinitrobenzenesulfonamide (Intermediate 127, 17.50 g, 33.10 mmol) and potassium carbonate (13.73 g, 99.31 mmol) in acetonitrile (700 mL), benzenethiol (5.10 ml, 49.65 mmol) was added. The reaction mixture was stirred at rt for 2.5 hours. LCMS showed the completion of the reaction. The reaction was concentrated, the diluted with EtOAc and filtered through a disposal filter...